This data is from the Open Reaction Database (ORD), a public repository of structured organic reaction records. The task is: describe an organic reaction: reactants, conditions, products, and yield Starting materials: CCOC(=O)CN(C)C(=O)c1ccc(F)c(COc2ccc(-c3cc(F)c(F)cc3OC)cc2)c1, C1CCOC1, [Li+], [OH-]. The product is COc1cc(F)c(F)cc1-c1ccc(OCc2cc(C(=O)N(C)CC(=O)O)ccc2F)cc1. As a reaction SMILES: [CH2:1]([CH3:2])[O:3][C:4]([CH2:5][N:6]([CH3:7])[C:8]([c:9]1[cH:10][c:11]([CH2:16][O:17][c:18]2[cH:19][cH:20][c:21](-[c:24]3[c:25]([O:32][CH3:33])[cH:26][c:27]([F:31])[c:28]([F:30])[cH:29]3)[cH:22][cH:23]2)[c:12]([F:15])[cH:13][cH:14]1)=[O:34])=[O:35].[CH2:38]1[O:39][CH2:40][CH2:41][CH2:42]1.[Li+:36].[OH-:37]>>[O:3]=[C:4]([CH2:5][N:6]([CH3:7])[C:8]([c:9]1[cH:10][c:11]([CH2:16][O:17][c:18]2[cH:19][cH:20][c:21](-[c:24]3[c:25]([O:32][CH3:33])[cH:26][c:27]([F:31])[c:28]([F:30])[cH:29]3)[cH:22][cH:23]2)[c:12]([F:15])[cH:13][cH:14]1)=[O:34])[OH:35].